Dataset: the Open Reaction Database (ORD), a public repository of structured organic reaction records. Task: describe an organic reaction: reactants, conditions, products, and yield Reactants: C(C)(C)(C)C1=NN(C(=C1)NC(=O)N[C@H]1CC[C@H](C2=CC=CC=C12)OC=1C=CC=2N(C1)C(=NN2)N2[C@H](CCCC2)C)C=2C=C(OCCOS(=O)(=O)C)C=CC2 (Methanesulfonic acid 2-{3-[3-tert-butyl-5-(3-{(1S,4R)-4-[3-((S)-2-methyl-piperidin-1-yl)-[1,2,4]triazolo[4,3-a]pyridin-6-yloxy]-1,2,3,4-tetrahydro-naphthalen-1-yl}-ureido)-pyrazol-1-yl]-phenoxy}-ethyl ester), C(C)NCC (diethylamine), C1CCOC1 (THF), C(C)NCC (diethylamine). Reaction conditions: temperature 60 celsius, time 24 hour. Product: C(=O)O.C(C)(C)(C)C=1C=C(N(N1)C1=CC(=CC=C1)OCCN(CC)CC)NC(=O)N[C@H]1CC[C@H](C2=CC=CC=C12)OC=1C=CC=2N(C1)C(=NN2)N2[C@H](CCCC2)C (1-{5-tert-Butyl-2-[3-(2-diethylamino-ethoxy)-phenyl]-2H-pyrazol-3-yl}-3-{(1S,4R)-4-[3-((S)-2-methyl-piperidin-1-yl)-[1,2,4]triazolo[4,3-a]pyridin-6-yloxy]-1,2,3,4-tetrahydro-naphthalen-1-yl}-urea formate salt), solid. Isolated yield 45.0%. RXN SMILES: [C:1]([C:5]1[CH:9]=[C:8]([NH:10][C:11]([NH:13][C@@H:14]2[C:23]3[C:18](=[CH:19][CH:20]=[CH:21][CH:22]=3)[C@H:17]([O:24][C:25]3[CH:26]=[CH:27][C:28]4[N:29]([C:31]([N:34]5[CH2:39][CH2:38][CH2:37][CH2:36][C@@H:35]5[CH3:40])=[N:32][N:33]=4)[CH:30]=3)[CH2:16][CH2:15]2)=[O:12])[N:7]([C:41]2[CH:42]=[C:43]([CH:52]=[CH:53][CH:54]=2)[O:44][CH2:45][CH2:46][O:47]S(C)(=O)=O)[N:6]=1)([CH3:4])([CH3:3])[CH3:2].[CH2:55]([NH:57][CH2:58][CH3:59])[CH3:56].C1C[O:63]CC1>>[CH:46]([OH:47])=[O:63].[C:1]([C:5]1[CH:9]=[C:8]([NH:10][C:11]([NH:13][C@@H:14]2[C:23]3[C:18](=[CH:19][CH:20]=[CH:21][CH:22]=3)[C@H:17]([O:24][C:25]3[CH:26]=[CH:27][C:28]4[N:29]([C:31]([N:34]5[CH2:39][CH2:38][CH2:37][CH2:36][C@@H:35]5[CH3:40])=[N:32][N:33]=4)[CH:30]=3)[CH2:16][CH2:15]2)=[O:12])[N:7]([C:41]2[CH:54]=[CH:53][CH:52]=[C:43]([O:44][CH2:45][CH2:46][N:57]([CH2:58][CH3:59])[CH2:55][CH3:56])[CH:42]=2)[N:6]=1)([CH3:2])([CH3:4])[CH3:3] |f:3.4|. Procedure: A solution of Intermediate 154a (50.5 mg, 0.067 mmol) and diethylamine (34 μL, 0.33 mmol) in THF (1 mL) was stirred at 60° C. for 20 h in a sealed tube. Additional diethylamine (102 μL, 0.99 mmol) was added and the mixture subsequently stirred at 60° C. in a sealed tube for 24 h. The mixture was concentrated in vacuo and the residue purified by MDAP (Method 7). The title product was isolated as an off-white solid (22 mg, 45%). LCMS (Method 5): Rt 3.74 min, m/z 734.6 [MH+]. 1H NMR (400 MHz, d6-DM... Starting materials: C1CCOC1, ClCc1ccc2ccccc2n1, Cl, [Na+], CN(C)C=O, [OH-], O, CC(CCc1nnn[nH]1)Oc1cccc(O)c1. Product: CC(CCc1nnn[nH]1)Oc1cccc(OCc2ccc3ccccc3n2)c1. As a reaction SMILES: [CH2:33]1[O:34][CH2:35][CH2:36][CH2:37]1.[Cl:19][CH2:20][c:21]1[n:22][c:23]2[cH:24][cH:25][cH:26][cH:27][c:28]2[cH:29][cH:30]1.[ClH:18].[Na+:32].[O:38]=[CH:39][N:40]([CH3:41])[CH3:42].[OH-:31].[OH2:43].[OH:1][c:2]1[cH:3][c:4]([O:5][CH:6]([CH2:7][CH2:8][c:9]2[n:10][n:11][n:12][nH:13]2)[CH3:14])[cH:15][cH:16][cH:17]1>>[O:1]([c:2]1[cH:3][c:4]([O:5][CH:6]([CH2:7][CH2:8][c:9]2[n:10][n:11][n:12][nH:13]2)[CH3:14])[cH:15][cH:16][cH:17]1)[CH2:20][c:21]1[n:22][c:23]2[cH:24][cH:25][cH:26][cH:27][c:28]2[cH:29][cH:30]1. Starting materials: CC(=O)O[BH-](OC(C)=O)OC(C)=O, CNC, CO, [Na+], O=CC1CC1c1ccc2cc[nH]c2c1. Yields the product CN(C)CC1CC1c1ccc2cc[nH]c2c1. RXN SMILES: [C:18]([O:19][BH-:20]([O:21][C:22](=[O:23])[CH3:24])[O:25][C:26](=[O:27])[CH3:28])(=[O:29])[CH3:30].[CH3:15][NH:16][CH3:17].[CH3:32][OH:33].[Na+:31].[nH:1]1[cH:2][cH:3][c:4]2[cH:5][cH:6][c:7]([CH:10]3[CH:11]([CH:13]=[O:14])[CH2:12]3)[cH:8][c:9]12>>[nH:1]1[cH:2][cH:3][c:4]2[cH:5][cH:6][c:7]([CH:10]3[CH:11]([CH2:13][N:16]([CH3:15])[CH3:17])[CH2:12]3)[cH:8][c:9]12. Yields the product O=C(CN1CCCCC1)Nc1n[nH]c2c(F)c(F)ccc12. The reactants are C1CCNCC1, CC#N, O=C(CCl)Nc1n[nH]c2c(F)c(F)ccc12. Reaction SMILES: [CH2:17]1[CH2:18][CH2:19][NH:20][CH2:21][CH2:22]1.[CH3:23][C:24]#[N:25].[Cl:1][CH2:2][C:3](=[O:4])[NH:5][c:6]1[n:7][nH:8][c:9]2[c:10]([F:16])[c:11]([F:15])[cH:12][cH:13][c:14]12>>[CH2:2]([C:3](=[O:4])[NH:5][c:6]1[n:7][nH:8][c:9]2[c:10]([F:16])[c:11]([F:15])[cH:12][cH:13][c:14]12)[N:20]1[CH2:19][CH2:18][CH2:17][CH2:22][CH2:21]1. The reactants are O (water), C(C)(C)(C)O[C@H](C(=O)OCC)C=1C(=NC=2N(C1I)N=C(C2)C(=O)OCC)C ((S)-ethyl 6-(1-(tert-butoxy)-2-ethoxy-2-oxoethyl)-7-iodo-5-methylpyrazolo[1,5-a]pyrimidine-2-carboxylate), FC=1C=C(C(=C2CCCOC12)C)B1OC(C(O1)(C)C)(C)C (2-(8-fluoro-5-methylchroman-6-yl)-4,4,5,5-tetramethyl-1,3,2-dioxaborolane), C(=O)([O-])[O-].[Na+].[Na+] (Na2CO3). The reagents and catalysts are C=1C=CC(=CC1)[P](C=2C=CC=CC2)(C=3C=CC=CC3)[Pd]([P](C=4C=CC=CC4)(C=5C=CC=CC5)C=6C=CC=CC6)([P](C=7C=CC=CC7)(C=8C=CC=CC8)C=9C=CC=CC9)[P](C=1C=CC=CC1)(C=1C=CC=CC1)C=1C=CC=CC1 (Tetrakis(triphenylphosphine)palladium(0)). The solvent is CN(C)C=O (DMF). Run at temperature 100 celsius. The product is C(C)(C)(C)O[C@H](C(=O)OCC)C=1C(=NC=2N(C1C=1C(=C3CCCOC3=C(C1)F)C)N=C(C2)C(=O)OCC)C (ethyl 6-((S)-1-(tert-butoxy)-2-ethoxy-2-oxoethyl)-7-(8-fluoro-5-methylchroman-6-yl)-5-methylpyrazolo[1,5-a]pyrimidine-2-carboxylate). Isolated yield 82.4%. As a reaction SMILES: [C:1]([O:5][C@@H:6]([C:12]1[C:13]([CH3:27])=[N:14][C:15]2[N:16]([N:19]=[C:20]([C:22]([O:24][CH2:25][CH3:26])=[O:23])[CH:21]=2)[C:17]=1I)[C:7]([O:9][CH2:10][CH3:11])=[O:8])([CH3:4])([CH3:3])[CH3:2].[F:28][C:29]1[CH:30]=[C:31](B2OC(C)(C)C(C)(C)O2)[C:32]([CH3:39])=[C:33]2[C:38]=1[O:37][CH2:36][CH2:35][CH2:34]2.C([O-])([O-])=O.[Na+].[Na+].O>CN(C=O)C.C1C=CC([P]([Pd]([P](C2C=CC=CC=2)(C2C=CC=CC=2)C2C=CC=CC=2)([P](C2C=CC=CC=2)(C2C=CC=CC=2)C2C=CC=CC=2)[P](C2C=CC=CC=2)(C2C=CC=CC=2)C2C=CC=CC=2)(C2C=CC=CC=2)C2C=CC=CC=2)=CC=1>[C:1]([O:5][C@@H:6]([C:12]1[C:13]([CH3:27])=[N:14][C:15]2[N:16]([N:19]=[C:20]([C:22]([O:24][CH2:25][CH3:26])=[O:23])[CH:21]=2)[C:17]=1[C:31]1[C:32]([CH3:39])=[C:33]2[C:38](=[C:29]([F:28])[CH:30]=1)[O:37][CH2:36][CH2:35][CH2:34]2)[C:7]([O:9][CH2:10][CH3:11])=[O:8])([CH3:4])([CH3:3])[CH3:2] |f:2.3.4,^1:64,66,85,104|. Reported procedure: A mixture of (S)-ethyl 6-(1-(tert-butoxy)-2-ethoxy-2-oxoethyl)-7-iodo-5-methylpyrazolo[1,5-a]pyrimidine-2-carboxylate (4.5 g, 9.20 mmol), 2-(8-fluoro-5-methylchroman-6-yl)-4,4,5,5-tetramethyl-1,3,2-dioxaborolane (3.22 g, 11.04 mmol) and 2N Na2CO3 (9.20 mL, 18.39 mmol) in DMF (100 mL) was degassed and flushed with N2 for 30 min. Tetrakis(triphenylphosphine)palladium(0) (0.744 g, 0.644 mmol) was then added and the reaction was flushed with N2 for another 15 min. The mixture was then heated at 100°... Starting materials: C(C)(C)(C)OC(NC1=C(C=C(C(=C1)Cl)C)[N+](=O)[O-])=O ((5-chloro-4-methyl-2-nitro-phenyl)-carbamic acid tert-butyl ester), C(C(C)C)NC (N-isobutyl-methylamine). Run in CS(=O)C (DMSO). Product: C(C)(C)(C)OC(NC1=C(C=C(C(=C1)N(C)CC(C)C)C)[N+](=O)[O-])=O ([5-(Isobutyl-methyl-amino)-4-methyl-2-nitro-phenyl]-carbamic acid tert-butyl ester), oil. The yield is 52.0%. As a reaction SMILES: [C:1]([O:5][C:6](=[O:19])[NH:7][C:8]1[CH:13]=[C:12](Cl)[C:11]([CH3:15])=[CH:10][C:9]=1[N+:16]([O-:18])=[O:17])([CH3:4])([CH3:3])[CH3:2].[CH2:20]([NH:24][CH3:25])[CH:21]([CH3:23])[CH3:22]>CS(C)=O>[C:1]([O:5][C:6](=[O:19])[NH:7][C:8]1[CH:13]=[C:12]([N:24]([CH2:20][CH:21]([CH3:23])[CH3:22])[CH3:25])[C:11]([CH3:15])=[CH:10][C:9]=1[N+:16]([O-:18])=[O:17])([CH3:4])([CH3:3])[CH3:2]. Reported procedure: The title compound was prepared from (5-chloro-4-methyl-2-nitro-phenyl)-carbamic acid tert-butyl ester (Example B8) (3.01 g, 10.5 mmol) and N-isobutyl-methylamine (4.56 g, 52.3 mmol) in DMSO (30 mL) at 55° C. according to the general procedure C. Obtained as a yellow oil (1.84 g, 52%). The reactants are C([O-])(O)=O.[Na+] (sodium bicarbonate), CC1=CC=C(C=N1)C1=NC=C(C=C1)CN1N=C2C(C3=C1N=CC=C3)=NNC2=O (5-[(6′-Methyl-2,3′-bipyridin-5-yl)methyl]-2,5-dihydro-3H-pyrazolo[4,3-c]pyrido[3,2-e]pyridazine-3-one), FC1=C(C=CC=C1C)I (2-fluoro-1-iodo-3-methylbenzene), P(=O)([O-])([O-])[O-].[K+].[K+].[K+] (potassium phosphate), CN[C@H]1[C@@H](CCCC1)NC ((±)-trans-N,N′-bismethyl-1,2-cyclohexanediamine). The reagents and catalysts are [Cu]I (copper(I) iodide). Run in CN(C=O)C (N,N-dimethylformamide). Conditions: time 45 minute. Yields the product FC1=C(C=CC=C1C)N1N=C2C(=NN(C3=C2C=CC=N3)CC=3C=CC(=NC3)C=3C=NC(=CC3)C)C1=O (2-(2-fluoro-3-methylphenyl)-5-[(6′-methyl-2,3′-bipyridin-5-yl)methyl]-2,5-dihydro-3H-pyrazolo[4,3-c]pyrido[3,2-e]pyridazin-3-one). Reaction SMILES: [CH3:1][C:2]1[N:7]=[CH:6][C:5]([C:8]2[CH:13]=[CH:12][C:11]([CH2:14][N:15]3[C:20]4[N:21]=[CH:22][CH:23]=[CH:24][C:19]=4[C:18]4=[N:25][NH:26][C:27](=[O:28])[C:17]4=[N:16]3)=[CH:10][N:9]=2)=[CH:4][CH:3]=1.P([O-])([O-])([O-])=O.[K+].[K+].[K+].CN[C@@H]1CCCC[C@H]1NC.[F:47][C:48]1[C:53]([CH3:54])=[CH:52][CH:51]=[CH:50][C:49]=1I.C(=O)(O)[O-].[Na+]>CN(C)C=O.[Cu]I>[F:47][C:48]1[C:53]([CH3:54])=[CH:52][CH:51]=[CH:50][C:49]=1[N:26]1[C:27](=[O:28])[C:17]2=[N:16][N:15]([CH2:14][C:11]3[CH:12]=[CH:13][C:8]([C:5]4[CH:6]=[N:7][C:2]([CH3:1])=[CH:3][CH:4]=4)=[N:9][CH:10]=3)[C:20]3[N:21]=[CH:22][CH:23]=[CH:24][C:19]=3[C:18]2=[N:25]1 |f:1.2.3.4,7.8|. Procedure: 5-[(6′-Methyl-2,3′-bipyridin-5-yl)methyl]-2,5-dihydro-3H-pyrazolo[4,3-c]pyrido[3,2-e]pyridazine-3-one (40 mg, 0.11 mmol), copper(I) iodide (21 mg, 0.11 mmol, 1 equiv), potassium phosphate (0.14 g, 0.65 mmol, 6 equiv), (±)-trans-N,N′-bismethyl-1,2-cyclohexanediamine (46 mg, 0.32 mmol, 3 equiv) and 2-fluoro-1-iodo-3-methylbenzene (64 mg, 0.27 mmol, 2.5 equiv) were combined in degassed N,N-dimethylformamide (2.5 mL) and placed into an oil bath preheated to 110° C. for 45 min. The mixture was cooled...